Dataset: the Open Reaction Database (ORD), a public repository of structured organic reaction records. Task: describe an organic reaction: reactants, conditions, products, and yield The reactants are BrC=1C=C(C(=O)NC=2SC3=C(N2)C(=CC=C3N3CCOCC3)OC)C=CN1 (2-bromo-N-(4-methoxy-7-morpholin-4-yl-benzothiazol-2-yl)-isonicotinamide), C(C)(C)(C)C1=C(C(=CC(=C1)C)C(C)(C)C)O (2,6-di-tert-butyl-4-methylphenol), [Cl-].[Li+] (lithium chloride), tri-n-butyl-(3,6-dihydro-2H-pyrin-4-yl)-stannane, C1(=CC=CC=C1)P(C1=CC=CC=C1)C1=CC=CC=C1 (triphenylphosphine). The reagents and catalysts are Cl[Pd]([P](C1=CC=CC=C1)(C2=CC=CC=C2)C3=CC=CC=C3)([P](C4=CC=CC=C4)(C5=CC=CC=C5)C6=CC=CC=C6)Cl (bis(triphenylphosphine)palladium(II) chloride), [Pd] (palladium on charcoal). The solvent is CO (methanol), ClCCl (dichloromethane), CN(C)C=O (DMF). The product is COC1=CC=C(C2=C1N=C(S2)NC(C2=CC(=NC=C2)C2CCOCC2)=O)N2CCOCC2 (N-(4-Methoxy-7-morpholin-4-yl-benzothiazol-2-yl)-2-(tetrahydro-pyran-4-yl)-isonicotinamide). RXN SMILES: Br[C:2]1[CH:3]=[C:4]([CH:25]=[CH:26][N:27]=1)[C:5]([NH:7][C:8]1[S:9][C:10]2[C:16]([N:17]3[CH2:22][CH2:21][O:20][CH2:19][CH2:18]3)=[CH:15][CH:14]=[C:13]([O:23][CH3:24])[C:11]=2[N:12]=1)=[O:6].C1(P(C2C=CC=CC=2)C2C=CC=CC=2)C=CC=CC=1.[Cl-].[Li+].C(C1[CH:58]=[C:57](C)[CH:56]=[C:55](C(C)(C)C)[C:54]=1[OH:64])(C)(C)C>CN(C=O)C.[Pd].CO.ClCCl.Cl[Pd](Cl)([P](C1C=CC=CC=1)(C1C=CC=CC=1)C1C=CC=CC=1)[P](C1C=CC=CC=1)(C1C=CC=CC=1)C1C=CC=CC=1>[CH3:24][O:23][C:13]1[C:11]2[N:12]=[C:8]([NH:7][C:5](=[O:6])[C:4]3[CH:25]=[CH:26][N:27]=[C:2]([CH:56]4[CH2:57][CH2:58][O:64][CH2:54][CH2:55]4)[CH:3]=3)[S:9][C:10]=2[C:16]([N:17]2[CH2:22][CH2:21][O:20][CH2:19][CH2:18]2)=[CH:15][CH:14]=1 |f:2.3,^1:78,97|. Procedure: From 2-bromo-N-(4-methoxy-7-morpholin-4-yl-benzothiazol-2-yl)-isonicotinamide with tri-n-butyl-(3,6-dihydro-2H-pyrin-4-yl)-stannane, bis(triphenylphosphine)palladium(II) chloride, triphenylphosphine, lithium chloride and 2,6-di-tert-butyl-4-methylphenol in DMF. Then hydrogenation using palladium on charcoal in methanol and dichloromethane. ES-MS m/e (%): 477 (M+Na+, 16), 455 (M+H+, 100). Starting materials: S(=O)(=O)([O-])[O-].[Na+].[Na+] (Sodium sulfate), C(=O)(O)[O-].[Na+] (NaHCO3), Cl.Cl.NC1CCN(CC1)C[C@@H]1CN2C(C=CC=3C=CC(N1C23)=O)=O ((1R)-1-[(4-amino-1-piperidinyl)methyl]-1,2-dihydro-4H,9H-imidazo[1,2,3-ij]-1,8-naphthyridine-4,9-dione dihydrochloride), O=C1OC2=CC(=CC=C2C=C1)C=O (2-oxo-2H-chromene-7-carbaldehyde), C(C)(=O)O[BH-](OC(C)=O)OC(C)=O.[Na+] (sodium triacetoxyborohydride). Solvent: CO (methanol), ClCCl (dichloromethane). Conditions: time 8 hour. The product is O=C1OC2=CC(=CC=C2C=C1)CNC1CCN(CC1)C[C@@H]1CN2C(C=CC=3C=CC(N1C23)=O)=O ((1R)-1-[(4-{[(2-Oxo-2H-chromen-7-yl)methyl]amino}-1-piperidinyl)methyl]-1,2-dihydro-4H,9H-imidazo[1,2,3-ij]-1,8-naphthyridine-4,9-dione), base. Yield: 24.1%. RXN SMILES: Cl.Cl.[NH2:3][CH:4]1[CH2:9][CH2:8][N:7]([CH2:10][C@H:11]2[N:21]3[C:22]4[N:13]([C:14](=[O:24])[CH:15]=[CH:16][C:17]=4[CH:18]=[CH:19][C:20]3=[O:23])[CH2:12]2)[CH2:6][CH2:5]1.[O:25]=[C:26]1[CH:35]=[CH:34][C:33]2[C:28](=[CH:29][C:30]([CH:36]=O)=[CH:31][CH:32]=2)[O:27]1.C([O-])(O)=O.[Na+].S([O-])([O-])(=O)=O.[Na+].[Na+].C(O[BH-](OC(=O)C)OC(=O)C)(=O)C.[Na+]>ClCCl.CO>[O:25]=[C:26]1[CH:35]=[CH:34][C:33]2[C:28](=[CH:29][C:30]([CH2:36][NH:3][CH:4]3[CH2:5][CH2:6][N:7]([CH2:10][C@H:11]4[N:21]5[C:22]6[N:13]([C:14](=[O:24])[CH:15]=[CH:16][C:17]=6[CH:18]=[CH:19][C:20]5=[O:23])[CH2:12]4)[CH2:8][CH2:9]3)=[CH:31][CH:32]=2)[O:27]1 |f:0.1.2,4.5,6.7.8,9.10|. Reported procedure: To a 10 mL round-bottomed flask were added (1R)-1-[(4-amino-1-piperidinyl)methyl]-1,2-dihydro-4H,9H-imidazo[1,2,3-ij]-1,8-naphthyridine-4,9-dione dihydrochloride (for a preparation see Example 5A(j)) (80 mg, 0.266 mmol), 2-oxo-2H-chromene-7-carbaldehyde (for a synthesis see WO2008009700 Example 224) (46.4 mg, 0.266 mmol), and NaHCO3 (100 mg, 1.190 mmol) in dichloromethane (DCM) (4 ml) and methanol (1 ml) to give a brown solution. Sodium sulfate (200 mg, 1.408 mmol) was added and the reaction was... Reactants: [OH-].[K+] (Potassium hydroxide), S(O)(O)(=O)=O (sulfuric acid), O1C(CCCC1)OCC#CCCCCl (1-[(tetrahydropyran-2-yl)oxy]-6-chloro-2-hexyne), C(C)O (ethanol), [C-]#N.[K+] (potassium cyanide). The solvent is O (water), O (water). Yields the product OCC#CCCCC(=O)O (7-Hydroxy-5-heptynoic Acid). Reaction SMILES: S(=O)(=O)(O)O.[O:6]1[CH2:11][CH2:10][CH2:9][CH2:8][CH:7]1[O:12]CC#CCCCCl.[C-]#N.[K+].[OH-].[K+].[CH2:25]([OH:27])[CH3:26]>O>[OH:27][CH2:25][C:26]#[C:11][CH2:10][CH2:9][CH2:8][C:7]([OH:12])=[O:6] |f:2.3,4.5|. Procedure: By following the procedure of A. I. Rachlin, et al., cited above, 6-chloro-2-hexyn-1-ol is prepared by condensing propargyl alcohol tetrahydropyran-2-yl ether and the dihaloalkane of formula VIII, 1-bromo-3-chloropropane, to give 1-[(tetrahydropyran-2-yl)oxy]-6-chloro-2-hexyne, which is then converted to the desired compound followed by hydrolysis in the presence of sulfuric acid. The 6-chloro-2-hexyn-1-ol (280 g) is dissolved in ethanol (2.8 l) then water (560 ml) and potassium cyanide (290 g) ... Starting materials: O=C(Br)CBr, C1CCOC1, CCCCCC, COc1cccc([N+](=O)[O-])c1N, [H-], [Na+]. The product is COc1cccc([N+](=O)[O-])c1NC(=O)CBr. As a reaction SMILES: [Br:21][CH2:22][C:23](=[O:24])[Br:25].[CH2:26]1[O:27][CH2:28][CH2:29][CH2:30]1.[CH3:3][CH2:4][CH2:5][CH2:6][CH2:7][CH3:8].[CH3:9][O:10][c:11]1[c:12]([NH2:13])[c:14]([N+:18](=[O:19])[O-:20])[cH:15][cH:16][cH:17]1.[H-:1].[Na+:2]>>[CH3:9][O:10][c:11]1[c:12]([NH:13][C:23]([CH2:22][Br:21])=[O:24])[c:14]([N+:18](=[O:19])[O-:20])[cH:15][cH:16][cH:17]1.